This data is from the Open Reaction Database (ORD), a public repository of structured organic reaction records. The task is: describe an organic reaction: reactants, conditions, products, and yield Starting materials: ClC1=CC2=C(C3=C(O2)C=CC=C3CSCC(=O)N)C=C1 (2-(7-chlorodibenzofuran-1-ylmethylsulfanyl)acetamide), ClC1=CC2=C(C3=C(O2)C=CC=C3CSCC(=O)N)C=C1 (2-(7-chlorodibenzofuran-1-ylmethylsulfanyl)acetamide), OO (hydrogen peroxide). Run in C(C)(=O)O (acetic acid). Reaction conditions: temperature 50 celsius, time 24 hour. Product: ClC1=CC2=C(C3=C(O2)C=CC=C3CS(=O)CC(=O)N)C=C1 (2-(7-chlorodibenzofuran-1-ylmethylsulfinyl)acetamide). The yield is 74.2%. RXN SMILES: [Cl:1][C:2]1[CH:20]=[CH:19][C:5]2[C:6]3[C:12]([CH2:13][S:14][CH2:15][C:16]([NH2:18])=[O:17])=[CH:11][CH:10]=[CH:9][C:7]=3[O:8][C:4]=2[CH:3]=1.[OH:21]O>C(O)(=O)C>[Cl:1][C:2]1[CH:20]=[CH:19][C:5]2[C:6]3[C:12]([CH2:13][S:14]([CH2:15][C:16]([NH2:18])=[O:17])=[O:21])=[CH:11][CH:10]=[CH:9][C:7]=3[O:8][C:4]=2[CH:3]=1. Procedure: To a suspension of 2-(7-chlorodibenzofuran-1-ylmethylsulfanyl)acetamide (Example 151 2.56 g, 8.38 mmole) in acetic acid (90 mL), were added 1.4 mL of 35% hydrogen peroxide (14.4 mmole). The mixture was heated at 50° C. for 30 minutes to give a solution, then stirred at RT for 24 hours to give a thick suspension which was filtered, washed by ethanol, ether, dried in vacuum to give 2 g of white solid. Starting materials: ClC1=C(C=O)C=CC(=C1)F (2-chloro-4-fluorobenzaldehyde), C[S-].[Na+] (sodium thiomethoxide), CN(C)C=O (DMF). Run in O (water). Conditions: temperature 50 celsius. Product: ClC1=CC(=C(C=O)C=C1)SC (4-chloro-2-(methylthio)-benzaldehyde). As a reaction SMILES: [Cl:1][C:2]1[CH:9]=[C:8](F)[CH:7]=[CH:6][C:3]=1C=O.[CH3:11][S-:12].[Na+].CN([CH:17]=[O:18])C>O>[Cl:1][C:2]1[CH:3]=[CH:6][C:7]([CH:17]=[O:18])=[C:8]([S:12][CH3:11])[CH:9]=1 |f:1.2|. Procedure details: The subtitle compound was prepared by using 2-chloro-4-fluorobenzaldehyde (1.16 g) in dry DMF (20 ml). The mixture was treated with sodium thiomethoxide (0.52 g) and heated to 50° C. for 2 hours. The mixture was diluted with water, extracted with ethyl acetate, dried and concentrated under reduced pressure to give a solid. The residue was purified by chromatography on silica eluting with isohexane/diethylether 2:1 to give a white solid, yield 0.70 g. Reactants: BrBr (bromine), IC=1C=C(C(=NC1)N)C (5-iodo-3-methyl-2-pyridinamine), N(=O)[O-].[Na+] (NaNO2). Run in [OH-].[Na+] (NaOH), Br (hydrobromic acid). Reaction conditions: temperature 5 celsius, time 1 hour. The product is BrC1=NC=C(C=C1C)I (2-bromo-5-iodo-3-methylpyridine). RXN SMILES: [I:1][C:2]1[CH:3]=[C:4]([CH3:9])[C:5](N)=[N:6][CH:7]=1.[Br:10]Br.N([O-])=O.[Na+]>Br.[OH-].[Na+]>[Br:10][C:5]1[C:4]([CH3:9])=[CH:3][C:2]([I:1])=[CH:7][N:6]=1 |f:2.3,5.6|. Procedure: To a suspension of 5-iodo-3-methyl-2-pyridinamine (7.0 g) in 47% hydrobromic acid was successively added bromine (2.31 mL) and aq solution of NaNO2 (5.16 g), the temperature being kept below 0° C. during addition. The reaction mixture was stirred for 1 hour at 5° C. and warmed to ambient temperature. The reaction was continued for 4 hours at ambient temperature and the mixture was diluted with NaOH(18 g in water 150 mL) and extracted with AcOEt. The organic phase was washed with 5% Na2S2O3 aq so...